Dataset: the Open Reaction Database (ORD), a public repository of structured organic reaction records. Task: describe an organic reaction: reactants, conditions, products, and yield Reactants: FC=1C=C(C=CC1F)N1N=CC(=C(C1=O)OCCC(C)C)C1=CC=C(C=C1)S(=O)(=O)C (2-(3,4-Difluorophenyl)-4-(3-methyl-1-butoxy)-5-(4-(methylsulfonyl)phenyl]-3(2H)-pyridazinone), N (NH3). Yields the product FC=1C=C(C=CC1F)N1N=CC(=C(C1=O)OCCC(C)C)C1=CC=C(C=C1)S(=O)(=O)N (2-(3,4-Difluorophenyl)-4-(3-methyl-1-butoxy)-5-[4-(aminosulfonyl)phenyl]-3(2H)-pyridazinone). RXN SMILES: [F:1][C:2]1[CH:3]=[C:4]([N:9]2[C:14](=[O:15])[C:13]([O:16][CH2:17][CH2:18][CH:19]([CH3:21])[CH3:20])=[C:12]([C:22]3[CH:27]=[CH:26][C:25]([S:28](C)(=[O:30])=[O:29])=[CH:24][CH:23]=3)[CH:11]=[N:10]2)[CH:5]=[CH:6][C:7]=1[F:8].[NH3:32]>>[F:1][C:2]1[CH:3]=[C:4]([N:9]2[C:14](=[O:15])[C:13]([O:16][CH2:17][CH2:18][CH:19]([CH3:21])[CH3:20])=[C:12]([C:22]3[CH:27]=[CH:26][C:25]([S:28]([NH2:32])(=[O:30])=[O:29])=[CH:24][CH:23]=3)[CH:11]=[N:10]2)[CH:5]=[CH:6][C:7]=1[F:8]. Procedure details: The title compound was prepared as described in Example 384, substituting 2-(3,4-difluorophenyl)-4-(3-methyl-1-butoxy)-5-[4-(methylsulfonyl)phenyl]-3(2H)-pyridazinone (Example 347) in place of 2-benzyl-4-(4-fluorophenyl)-5-[4-(methylsulfonyl)phenyl]-3(2H)-pyridazinone (yield: 248 mg, 42%). mp 149-151° C. 1H NMR (300 MHz, DMSO-d6) δ 0.8 (d, J=6 Hz, 6H), 1.48 (m, 2H), 1.54 (m, 1H), 4.4 (t, 2H), 7.51 (m, 3H), 7.6 (m, 1H), 7.85 (m, 3H), 7.95 (d, J=9 Hz, 2H), 8.21 (s, 1H). MS (DCI/NH3) m/z 450 (M+H)+... Reactants: FC=1C=C(C=C(C1F)F)Br (3,4,5-trifluorobromobenzene), [Mg] (magnesium), COB(OC)OC (trimethoxy borane), FC(S(=O)(=O)OC=1C=C2CCC(CC2=CC1)CCC)(F)F (2-propyl-1,2,3,4-tetrahydronaphthalen-6-yl trifluoromethanesulfonate), FC=1C=C(C=C(C1F)F)OB(O)O (3,4,5-trifluorophenylboric acid), Cl (hydrochloric acid), P(=O)([O-])([O-])[O-].[K+].[K+].[K+] (potassium phosphate), Grignard reagent. Reagents/catalysts: C=1C=CC(=CC1)[P](C=2C=CC=CC2)(C=3C=CC=CC3)[Pd]([P](C=4C=CC=CC4)(C=5C=CC=CC5)C=6C=CC=CC6)([P](C=7C=CC=CC7)(C=8C=CC=CC8)C=9C=CC=CC9)[P](C=1C=CC=CC1)(C=1C=CC=CC1)C=1C=CC=CC1 (tetrakis(triphenylphosphine)palladium(0)). Run in O (water), CN(C=O)C (dimethyl formamide). Run at temperature 80 celsius, time 10 hour. Product: C(CC)C1CC2=CC=C(C=C2CC1)C1=CC(=C(C(=C1)F)F)F (2-propyl-6-(3,4,5-trifluorophenyl)-1,2,3,4-tetrahydronaphthalene). The yield is 13.9%. As a reaction SMILES: FC(F)(F)S(O[C:7]1[CH:8]=[C:9]2[C:14](=[CH:15][CH:16]=1)[CH2:13][CH:12]([CH2:17][CH2:18][CH3:19])[CH2:11][CH2:10]2)(=O)=O.[F:22][C:23]1[CH:24]=[C:25](OB(O)O)[CH:26]=[C:27]([F:30])[C:28]=1[F:29].FC1C=C(Br)C=C(F)C=1F.[Mg].COB(OC)OC.Cl.P([O-])([O-])([O-])=O.[K+].[K+].[K+]>CN(C)C=O.C1C=CC([P]([Pd]([P](C2C=CC=CC=2)(C2C=CC=CC=2)C2C=CC=CC=2)([P](C2C=CC=CC=2)(C2C=CC=CC=2)C2C=CC=CC=2)[P](C2C=CC=CC=2)(C2C=CC=CC=2)C2C=CC=CC=2)(C2C=CC=CC=2)C2C=CC=CC=2)=CC=1.O>[CH2:17]([CH:12]1[CH2:11][CH2:10][C:9]2[C:14](=[CH:15][CH:16]=[C:7]([C:25]3[CH:24]=[C:23]([F:22])[C:28]([F:29])=[C:27]([F:30])[CH:26]=3)[CH:8]=2)[CH2:13]1)[CH2:18][CH3:19] |f:6.7.8.9,^1:70,72,91,110|. Procedure details: A mixture of 3.8 g of the produced 2-propyl-1,2,3,4-tetrahydronaphthalen-6-yl trifluoromethanesulfonate, 3.0 g of 3,4,5-trifluorophenylboric acid (this compound was produced by reacting a Grignard reagent prepared from 3,4,5-trifluorobromobenzene and magnesium, with trimethoxy borane, and then performing a hydrolysis with dilute hydrochloric acid), 0.13 g of tetrakis(triphenylphosphine)palladium(0), and 3.6 g of potassium phosphate in 20 ml of dimethyl formamide (DMF) was stirred for 10 hours at... As a reaction SMILES: [C:16]([CH3:17])([CH3:18])([CH3:19])[c:20]1[cH:21][c:22]([OH:26])[cH:23][cH:24][cH:25]1.[C:27](=[O:28])([O-:29])[O-:30].[CH3:51][N:52]([CH3:53])[CH:54]=[O:55].[CH3:56][CH2:57][O:58][CH2:59][CH3:60].[Cl:1][c:2]1[n:3][cH:4][n:5][c:6]([N:13]([CH3:14])[CH3:15])[c:7]1[CH2:8][C:9](=[O:10])[O:11][CH3:12].[K+:31].[K+:32].[O:33]1[CH2:34][CH2:35][O:36][CH2:37][CH2:38][O:39][CH2:40][CH2:41][O:42][CH2:43][CH2:44][O:45][CH2:46][CH2:47][O:48][CH2:49][CH2:50]1>>[c:2]1([O:26][c:22]2[cH:21][c:20]([C:16]([CH3:17])([CH3:18])[CH3:19])[cH:25][cH:24][cH:23]2)[n:3][cH:4][n:5][c:6]([N:13]([CH3:14])[CH3:15])[c:7]1[CH2:8][C:9](=[O:10])[O:11][CH3:12]. Yields the product COC(=O)Cc1c(Oc2cccc(C(C)(C)C)c2)ncnc1N(C)C. Reactants: CC(C)(C)c1cccc(O)c1, O=C([O-])[O-], CN(C)C=O, CCOCC, COC(=O)Cc1c(Cl)ncnc1N(C)C, [K+], [K+], C1COCCOCCOCCOCCOCCO1. Starting materials: CO, [Cl-], Cc1ccnc2c([N+](=O)[O-])cccc12, NN, O, O, O, O, O, O, O. The product is Cc1ccnc2c(N)cccc12. As a reaction SMILES: [CH3:25][OH:26].[Cl-:21].[N+:1]([O-:2])(=[O:3])[c:4]1[cH:5][cH:6][cH:7][c:8]2[c:9]([CH3:14])[cH:10][cH:11][n:12][c:13]12.[NH2:23][NH2:24].[OH2:15].[OH2:16].[OH2:17].[OH2:18].[OH2:19].[OH2:20].[OH2:22]>>[NH2:1][c:4]1[cH:5][cH:6][cH:7][c:8]2[c:9]([CH3:14])[cH:10][cH:11][n:12][c:13]12. Reactants: S(=O)(=O)(OC)OC (dimethyl sulfate), solution, [OH-].[Na+] (NaOH), OC1=C(C2=CC=CC=C2C=C1)C1=C(C=CC2=CC=CC=C12)O (2,2′-dihydroxyl-1,1′-binaphthyl), C(CCC)[N+](CCCC)(CCCC)CCCC (tetrabutyl ammonium). The solvent is CC1=CC=CC=C1 (methylbenzene). Reaction conditions: temperature 70 celsius. The product is COC1=C(C2=CC=CC=C2C=C1)C1=C(C=CC2=CC=CC=C12)OC (2,2′-dimethoxy-1,1′-binaphthyl). Reaction SMILES: [OH-:1].[Na+].O[C:4]1[CH:13]=[CH:12][C:11]2[C:6](=[CH:7][CH:8]=[CH:9][CH:10]=2)[C:5]=1[C:14]1[C:23]2[C:18](=[CH:19][CH:20]=[CH:21][CH:22]=2)[CH:17]=[CH:16][C:15]=1O.[CH2:25]([N+](CCCC)(CCCC)CCCC)CCC.S([O:47][CH3:48])(OC)(=O)=O>CC1C=CC=CC=1>[CH3:25][O:1][C:4]1[CH:13]=[CH:12][C:11]2[C:6](=[CH:7][CH:8]=[CH:9][CH:10]=2)[C:5]=1[C:14]1[C:23]2[C:18](=[CH:19][CH:20]=[CH:21][CH:22]=2)[CH:17]=[CH:16][C:15]=1[O:47][CH3:48] |f:0.1|. Procedure details: Prepare a 30% solution with 52 g NaOH at room temperature. Agitate 143 g 2,2′-dihydroxyl-1,1′-binaphthyl prepared as per the said method, 5.2 g tetrabutyl ammonium hydrosulfate and 500 ml methylbenzene, raise the temperature to 70° C. and add 164 g dimethyl sulfate dropwise simultaneously; agitate and react and conduct TLC track; when monoether point disappear, maintain the reaction for a period of time. Cool down and filter the solution; scrub the filter cake with 400 ml methylbenzene and 400 m...